Dataset: the Open Reaction Database (ORD), a public repository of structured organic reaction records. Task: describe an organic reaction: reactants, conditions, products, and yield The reactants are C1(=CC=CC=C1)CCC(C)=O (4-phenyl-2-butanone), COC=1C=C(C=CC1)[C@@H](C)N ((R)-1-(3-methoxyphenyl)ethylamine), imine, CO (methanol), C(#N)[BH3-].[Na+] (sodium cyanoborohydride). Reagents/catalysts: CC([O-])C.[Ti+4].CC([O-])C.CC([O-])C.CC([O-])C (titanium(IV) isopropoxide). The solvent is C(Cl)(Cl)Cl (chloroform). Yields the product C1(=CC=CC=C1)CC[C@@H](C)N[C@H](C)C1=CC(=CC=C1)OC ((R,R)-N-(4-phenyl-2-butyl)-1-(3-methoxyphenyl)ethylamine), C1(=CC=CC=C1)CC[C@@H](C)N[C@@H](C)C1=CC(=CC=C1)OC ((S,R)- N-(4-pbenyl-2-butyl)-1-(3-methoxyphenyl)ethylamine), 21E. As a reaction SMILES: [C:1]1([CH2:7][CH2:8][C:9](=O)[CH3:10])[CH:6]=[CH:5][CH:4]=[CH:3][CH:2]=1.[CH3:12][O:13][C:14]1[CH:15]=[C:16]([C@H:20]([NH2:22])[CH3:21])[CH:17]=[CH:18][CH:19]=1.C([BH3-])#N.[Na+].CO>C(Cl)(Cl)Cl.CC(C)[O-].[Ti+4].CC(C)[O-].CC(C)[O-].CC(C)[O-]>[C:1]1([CH2:7][CH2:8][C@H:9]([NH:22][C@@H:20]([C:16]2[CH:17]=[CH:18][CH:19]=[C:14]([O:13][CH3:12])[CH:15]=2)[CH3:21])[CH3:10])[CH:6]=[CH:5][CH:4]=[CH:3][CH:2]=1.[C:1]1([CH2:7][CH2:8][C@H:9]([NH:22][C@H:20]([C:16]2[CH:17]=[CH:18][CH:19]=[C:14]([O:13][CH3:12])[CH:15]=2)[CH3:21])[CH3:10])[CH:6]=[CH:5][CH:4]=[CH:3][CH:2]=1 |f:2.3,6.7.8.9.10|. Procedure details: In a similar fashion an equal molar amount of 4-phenyl-2-butanone (Aldrich Chemical Co.), (R)-1-(3-methoxyphenyl)ethylamine and 1.25 equivalents titanium(IV) isopropoxide were mixed and the intermediate imine reduced with ethanolic sodium cyanoborohydride. Work-up and repetitive preparative thin-layer chromatography using 5% methanol in chloroform afforded (R,R)-N-(4-phenyl-2-butyl)-1-(3-methoxyphenyl)ethylamine, 21D [m/z (rel. int.) 283 (M+, 4), 268 (13), 178 (45), 135 (100), 105 (15), 91 (43),... Starting materials: ClC1=NC=CC2=CC=CC=C12 (1-chloroisoquinoline), CCN(C(C)C)C(C)C (DIEA), C(C)(C)(C)C1=CC=C(C=C1)S(=O)(=O)C1CCNCC1 (4-[(4-tert-butylphenyl)sulfonyl]piperidine). RXN SMILES: [C:1]([C:5]1[CH:10]=[CH:9][C:8]([S:11]([CH:14]2[CH2:19][CH2:18][NH:17][CH2:16][CH2:15]2)(=[O:13])=[O:12])=[CH:7][CH:6]=1)([CH3:4])([CH3:3])[CH3:2].Cl[C:21]1[C:30]2[C:25](=[CH:26][CH:27]=[CH:28][CH:29]=2)[CH:24]=[CH:23][N:22]=1.CCN(C(C)C)C(C)C>O1CCOCC1>[C:1]([C:5]1[CH:6]=[CH:7][C:8]([S:11]([CH:14]2[CH2:15][CH2:16][N:17]([C:21]3[C:30]4[C:25](=[CH:26][CH:27]=[CH:28][CH:29]=4)[CH:24]=[CH:23][N:22]=3)[CH2:18][CH2:19]2)(=[O:13])=[O:12])=[CH:9][CH:10]=1)([CH3:4])([CH3:2])[CH3:3]. Procedure details: Using the procedure from Example 7A, 4-[(4-tert-butylphenyl)sulfonyl]piperidine (150 mg, 0.53 mmol) was reacted with 1-chloroisoquinoline (183 mg, 1.06 mmol), DIEA (0.37 ml, 2.12) and 1,4-dioxane (0.2 ml) at 185° C. to afford the title compound (40 mg), a white solid, in 18% yield. The solvent is O1CCOCC1 (1,4-dioxane). Yield: 18.5%. Product: C(C)(C)(C)C1=CC=C(C=C1)S(=O)(=O)C1CCN(CC1)C1=NC=CC2=CC=CC=C12 (1-{4-[(4-tert-butylphenyl)sulfonyl]piperidin-1-yl}isoquinoline). The reactants are P(Cl)(Cl)Cl (PCl3), OC=1C(=CC=C2C=CC=NC12)C(=O)O (8-hydroxyquinoline-7-carboxylic acid), NC=1SC(=CN1)C=1SC(=CC1)Br (2-Amino-5-(5-bromothien-2-yl)thiazole). The solvent is O (H2O), xylenes. Run at time 20 minute. Product: BrC1=CC=C(S1)C1=CN=C(S1)NC(=O)C1=CC=C2C=CC=NC2=C1O (N-[5-(5-Bromo-2-thienyl)-2-thiazolyl]-8-hydroxy-7-quinolinecarboxamide). RXN SMILES: [OH:1][C:2]1[C:3]([C:12]([OH:14])=O)=[CH:4][CH:5]=[C:6]2[C:11]=1[N:10]=[CH:9][CH:8]=[CH:7]2.P(Cl)(Cl)Cl.[NH2:19][C:20]1[S:21][C:22]([C:25]2[S:26][C:27]([Br:30])=[CH:28][CH:29]=2)=[CH:23][N:24]=1>O>[Br:30][C:27]1[S:26][C:25]([C:22]2[S:21][C:20]([NH:19][C:12]([C:3]3[C:2]([OH:1])=[C:11]4[C:6]([CH:7]=[CH:8][CH:9]=[N:10]4)=[CH:5][CH:4]=3)=[O:14])=[N:24][CH:23]=2)=[CH:29][CH:28]=1. Reported procedure: A solution of 8-hydroxyquinoline-7-carboxylic acid (0.43 g) of Preparation 1 in 80 mL xylenes is heated to reflux. PCl3 (0.12 mL) is added dropwise and the mixture stirred for 20 minutes. 2-Amino-5-(5-bromothien-2-yl)thiazole (0.62 g) is added in one portion and the reaction refluxed overnight. The reaction is cooled to room temperature and H2O is added to quench excess PCl3. The solvents are removed and the residue is dissolved in acetic acid. A dark orange solid precipitates upon addition of h...